From a dataset of the Open Reaction Database (ORD), a public repository of structured organic reaction records. describe an organic reaction: reactants, conditions, products, and yield Reactants: ClC1=NC=C(C(=N1)NC1CCC2(CCN(CC2)C(=O)OC(C)(C)C)CC1)Cl (tert-butyl 9-((2,5-dichloropyrimidin-4-yl)amino)-3-azaspiro[5.5]undecane-3-carboxylate), Cl.C1(CC1)C1=CC(=NN1)N (5-cyclopropyl-1H-pyrazol-3-amine hydrochloride), C([O-])([O-])=O.[Cs+].[Cs+] (cesium carbonate), C1(=CC=CC=C1)P(C1=C(C2=CC=CC=C2C=C1)C1=C(C=CC2=CC=CC=C12)P(C1=CC=CC=C1)C1=CC=CC=C1)C1=CC=CC=C1 ([1-(2-diphenylphosphanyl-1-naphthyl)-2-naphthyl]-diphenyl-phosphane). Reagents/catalysts: C(C)(=O)O[Pd]OC(C)=O (diacetoxypalladium). Run in O1CCOCC1 (dioxane). Yields the product ClC=1C(=NC(=NC1)NC1=NNC(=C1)C1CC1)NC1CCC2(CCN(CC2)C(=O)OC(C)(C)C)CC1 (tert-butyl 9-((5-chloro-2-((5-cyclopropyl-1H-pyrazol-3-yl)amino)pyrimidin-4-yl)amino)-3-azaspiro[5.5]undecane-3-carboxylate). Yield: 59.4%. As a reaction SMILES: Cl[C:2]1[N:7]=[C:6]([NH:8][CH:9]2[CH2:26][CH2:25][C:12]3([CH2:17][CH2:16][N:15]([C:18]([O:20][C:21]([CH3:24])([CH3:23])[CH3:22])=[O:19])[CH2:14][CH2:13]3)[CH2:11][CH2:10]2)[C:5]([Cl:27])=[CH:4][N:3]=1.Cl.[CH:29]1([C:32]2[NH:36][N:35]=[C:34]([NH2:37])[CH:33]=2)[CH2:31][CH2:30]1.C(=O)([O-])[O-].[Cs+].[Cs+].C1(P(C2C=CC=CC=2)C2C=CC3C(=CC=CC=3)C=2C2C3C(=CC=CC=3)C=CC=2P(C2C=CC=CC=2)C2C=CC=CC=2)C=CC=CC=1>O1CCOCC1.C(O[Pd]OC(=O)C)(=O)C>[Cl:27][C:5]1[C:6]([NH:8][CH:9]2[CH2:10][CH2:11][C:12]3([CH2:13][CH2:14][N:15]([C:18]([O:20][C:21]([CH3:23])([CH3:22])[CH3:24])=[O:19])[CH2:16][CH2:17]3)[CH2:25][CH2:26]2)=[N:7][C:2]([NH:37][C:34]2[CH:33]=[C:32]([CH:29]3[CH2:31][CH2:30]3)[NH:36][N:35]=2)=[N:3][CH:4]=1 |f:1.2,3.4.5|. Reported procedure: A solution of tert-butyl 9-((2,5-dichloropyrimidin-4-yl)amino)-3-azaspiro[5.5]undecane-3-carboxylate (506 mg, 1.22 mmol), 5-cyclopropyl-1H-pyrazol-3-amine hydrochloride (272 mg, 1.70 mmol), cesium carbonate (1.176 g, 3.609 mmol), [1-(2-diphenylphosphanyl-1-naphthyl)-2-naphthyl]-diphenyl-phosphane (147.6 mg, 0.2370 mmol) and diacetoxypalladium (53.8 mg, 0.240 mmol) in anhydrous dioxane (10 mL) stirred in a sealed tube under the microwave radiation at 150° C. for 2 h. Then the reaction mixture was... Procedure: In close analogy to the procedure described in Example 1, 2,6-dichloroquinoline-3-carboxylic acid is reacted with DL-1-aminoindan-1-carboxylic acid to provide the title compound in 8% yield as yellow needles (flash chromatography on SiO2, eluent CHCl3, MeOH, AcOH—15, 1, 0.2 and recrystallization from MeOH). Reaction SMILES: Cl[C:2]1[C:11]([C:12]([OH:14])=[O:13])=[CH:10][C:9]2[C:4](=[CH:5][CH:6]=[C:7]([Cl:15])[CH:8]=2)[N:3]=1.[NH2:16][C:17]1([C:26]([OH:28])=[O:27])[C:25]2[C:20](=[CH:21][CH:22]=[CH:23][CH:24]=2)[CH2:19][CH2:18]1>>[C:26]([C:17]1([NH:16][C:2]2[C:11]([C:12]([OH:14])=[O:13])=[CH:10][C:9]3[C:4](=[CH:5][CH:6]=[C:7]([Cl:15])[CH:8]=3)[N:3]=2)[C:25]2[C:20](=[CH:21][CH:22]=[CH:23][CH:24]=2)[CH2:19][CH2:18]1)([OH:28])=[O:27]. The yield is 8.0%. Yields the product C(=O)(O)C1(CCC2=CC=CC=C12)NC1=NC2=CC=C(C=C2C=C1C(=O)O)Cl (2-(1-Carboxy-indan-1-ylamino)-6-chloro-quinoline-3-carboxylic acid). Reactants: ClC1=NC2=CC=C(C=C2C=C1C(=O)O)Cl (2,6-dichloroquinoline-3-carboxylic acid), NC1(CCC2=CC=CC=C12)C(=O)O (1-aminoindan-1-carboxylic acid). The reactants are CCCCC(C)(CNC)N(C)C, O=C(Cl)c1ccc(Cl)c(Cl)c1, c1ccccc1. Yields the product CCCCC(C)(CN(C)C(=O)c1ccc(Cl)c(Cl)c1)N(C)C. As a reaction SMILES: [CH3:12][NH:13][CH2:14][C:15]([CH2:16][CH2:17][CH2:18][CH3:19])([N:20]([CH3:21])[CH3:22])[CH3:23].[Cl:1][c:2]1[cH:3][c:4]([C:5](=[O:6])[Cl:7])[cH:8][cH:9][c:10]1[Cl:11].[cH:24]1[cH:25][cH:26][cH:27][cH:28][cH:29]1>>[Cl:1][c:2]1[cH:3][c:4]([C:5](=[O:6])[N:13]([CH3:12])[CH2:14][C:15]([CH2:16][CH2:17][CH2:18][CH3:19])([N:20]([CH3:21])[CH3:22])[CH3:23])[cH:8][cH:9][c:10]1[Cl:11]. Starting materials: CC(C)(C)OC(N)=O, O=C([O-])[O-], C1CCOC1, CC1(C)c2cccc(P(c3ccccc3)c3ccccc3)c2Oc2c(P(c3ccccc3)c3ccccc3)cccc21, [Cs+], [Cs+], O=c1c2cc(F)c(OS(=O)(=O)C(F)(F)F)cc2ccn1-c1ccc([N+](=O)[O-])cc1, O=C(C=Cc1ccccc1)C=Cc1ccccc1, O=C(C=Cc1ccccc1)C=Cc1ccccc1, O=C(C=Cc1ccccc1)C=Cc1ccccc1, [Pd], [Pd]. Yields the product CC(C)(C)OC(=O)Nc1cc2ccn(-c3ccc([N+](=O)[O-])cc3)c(=O)c2cc1F. As a reaction SMILES: [C:30]([NH2:31])([O:32][C:33]([CH3:34])([CH3:35])[CH3:36])=[O:37].[C:38](=[O:39])([O-:40])[O-:41].[CH2:142]1[O:143][CH2:144][CH2:145][CH2:146]1.[CH3:44][C:45]1([CH3:46])[c:47]2[cH:48][cH:49][cH:50][c:51]([P:52]([c:53]3[cH:54][cH:55][cH:56][cH:57][cH:58]3)[c:59]3[cH:60][cH:61][cH:62][cH:63][cH:64]3)[c:65]2[O:66][c:67]2[c:68]1[cH:69][cH:70][cH:71][c:72]2[P:73]([c:74]1[cH:75][cH:76][cH:77][cH:78][cH:79]1)[c:80]1[cH:81][cH:82][cH:83][cH:84][cH:85]1.[Cs+:42].[Cs+:43].[F:1][c:2]1[c:3]([O:22][S:23]([C:24]([F:25])([F:26])[F:27])(=[O:28])=[O:29])[cH:4][c:5]2[cH:6][cH:7][n:8](-[c:13]3[cH:14][cH:15][c:16]([N+:19](=[O:20])[O-:21])[cH:17][cH:18]3)[c:9](=[O:12])[c:10]2[cH:11]1.[O:106]=[C:107]([CH:108]=[CH:109][c:110]1[cH:111][cH:112][cH:113][cH:114][cH:115]1)[CH:116]=[CH:117][c:118]1[cH:119][cH:120][cH:121][cH:122][cH:123]1.[O:124]=[C:125]([CH:126]=[CH:127][c:128]1[cH:129][cH:130][cH:131][cH:132][cH:133]1)[CH:134]=[CH:135][c:136]1[cH:137][cH:138][cH:139][cH:140][cH:141]1.[O:88]=[C:89]([CH:90]=[CH:91][c:92]1[cH:93][cH:94][cH:95][cH:96][cH:97]1)[CH:98]=[CH:99][c:100]1[cH:101][cH:102][cH:103][cH:104][cH:105]1.[Pd:86].[Pd:87]>>[F:1][c:2]1[c:3]([NH:31][C:30]([O:32][C:33]([CH3:34])([CH3:35])[CH3:36])=[O:37])[cH:4][c:5]2[cH:6][cH:7][n:8](-[c:13]3[cH:14][cH:15][c:16]([N+:19](=[O:20])[O-:21])[cH:17][cH:18]3)[c:9](=[O:12])[c:10]2[cH:11]1. The reactants are C(C1=CC=CC=C1)OCN(S(=O)(=O)CC=1C=C2C(=CN(C2=CC1)COCC1=CC=CC=C1)C[C@@H]1N(CCC1)C)C ((R)-N-Benzyloxymethyl-1-[1-benzyloxymethyl-3-(1-methyl-2-pyrrolidinylmethyl)-1H-indol-5-yl]-N-methylmethanesulfonamide), CS(=O)(=O)O (methanesulfonic acid). The reagents and catalysts are [OH-].[OH-].[Pd+2] (Pearlman's catalyst). Run in O (water). The product is CNS(=O)(=O)CC=1C=C2C(=CNC2=CC1)C[C@@H]1N(CCC1)C ((R)-N-Methyl-[3-(1-methyl-2-pyrrolidinylmethyl)-1H-indol-5-yl]methanesulfonamide). The yield is 31.1%. Reaction SMILES: C(O[CH2:9][N:10](C)[S:11]([CH2:14][C:15]1[CH:16]=[C:17]2[C:21](=[CH:22][CH:23]=1)[N:20](COCC1C=CC=CC=1)[CH:19]=[C:18]2[CH2:33][C@H:34]1[CH2:38][CH2:37][CH2:36][N:35]1[CH3:39])(=[O:13])=[O:12])C1C=CC=CC=1.CS(O)(=O)=O>O.[OH-].[OH-].[Pd+2]>[CH3:9][NH:10][S:11]([CH2:14][C:15]1[CH:16]=[C:17]2[C:21](=[CH:22][CH:23]=1)[NH:20][CH:19]=[C:18]2[CH2:33][C@H:34]1[CH2:38][CH2:37][CH2:36][N:35]1[CH3:39])(=[O:12])=[O:13] |f:3.4.5|. Procedure: A mixture of (R)-N-Benzyloxymethyl-1-[1-benzyloxymethyl-3-(1-methyl-2-pyrrolidinylmethyl)-1H-indol-5-yl]-N-methylmethanesulfonamide (from step (f), 300 mg, 0.5 mmol) and methanesulfonic acid (60 mg, 0.6 mmol) in water (5 ml) was hydrogenated over Pearlman's catalyst (300 mg) at 60° C. and at 345 kPa (50 psi) for 18 hr. The solution was then filtered through a pad of celite (trade mark) and the filtrate was partitioned between saturated sodium bicarbonate (25 ml) and dichloromethane (3×50 ml). Th...